Dataset: the Open Reaction Database (ORD), a public repository of structured organic reaction records. Task: describe an organic reaction: reactants, conditions, products, and yield The reactants are O=C(Nc1nc2cccc(Cl)n2n1)c1ccccc1, CCC(N)CO. Yields the product CCC(CO)Nc1cccc2nc(NC(=O)c3ccccc3)nn12. RXN SMILES: [Cl:1][c:2]1[cH:3][cH:4][cH:5][c:6]2[n:7]1[n:8][c:9]([NH:11][C:12]([c:13]1[cH:14][cH:15][cH:16][cH:17][cH:18]1)=[O:19])[n:10]2.[NH2:20][CH:21]([CH2:22][OH:23])[CH2:24][CH3:25]>>[c:2]1([NH:20][CH:21]([CH2:22][OH:23])[CH2:24][CH3:25])[cH:3][cH:4][cH:5][c:6]2[n:7]1[n:8][c:9]([NH:11][C:12]([c:13]1[cH:14][cH:15][cH:16][cH:17][cH:18]1)=[O:19])[n:10]2. The reactants are CCOC(C)=O, [Cl-], [Cl-], [Cl-], N#Cc1cc(Cl)ccc1Cl, ClB(Cl)Cl, ClCCCl, Cl, [Ga+3], Nc1ccc(Cl)cc1. Yields the product Nc1ccc(Cl)cc1C(=O)c1cc(Cl)ccc1Cl. Reaction SMILES: [CH3:28][CH2:29][O:30][C:31](=[O:32])[CH3:33].[Cl-:23].[Cl-:24].[Cl-:25].[Cl:13][c:14]1[c:15]([C:16]#[N:17])[cH:18][c:19]([Cl:22])[cH:20][cH:21]1.[Cl:1][B:2]([Cl:3])[Cl:4].[Cl:34][CH2:35][CH2:36][Cl:37].[ClH:27].[Ga+3:26].[NH2:5][c:6]1[cH:7][cH:8][c:9]([Cl:10])[cH:11][cH:12]1>>[NH2:5][c:6]1[c:7]([C:16]([c:15]2[c:14]([Cl:13])[cH:21][cH:20][c:19]([Cl:22])[cH:18]2)=[O:30])[cH:8][c:9]([Cl:10])[cH:11][cH:12]1. Starting materials: CCOC(C)=O, CO, Cc1cc(Cl)nc2c(N)nc3ccccc3c12, [H][H]. The product is Cc1ccnc2c(N)nc3ccccc3c12. As a reaction SMILES: [C:22]([O:23][CH2:24][CH3:25])(=[O:26])[CH3:27].[CH3:20][OH:21].[Cl:1][c:2]1[n:3][c:4]2[c:5]([NH2:17])[n:6][c:7]3[c:8]([c:9]2[c:10]([CH3:12])[cH:11]1)[cH:13][cH:14][cH:15][cH:16]3.[H:18][H:19]>>[cH:2]1[n:3][c:4]2[c:5]([NH2:17])[n:6][c:7]3[c:8]([c:9]2[c:10]([CH3:12])[cH:11]1)[cH:13][cH:14][cH:15][cH:16]3. The reactants are COCC1=C(C=CC=C1C=C)N1N=NN(C1=O)C (1-(2-methoxymethyl-3-ethenylphenyl)-4-methyl-1,4-dihydrotetrazole-5-one), complex. Reagents/catalysts: [Pd] (palladium). Solvent: CO (methanol). The product is COCC1=C(C=CC=C1CC)N1N=NN(C1=O)C (1-(2-methoxymethyl-3-ethylphenyl)-4-methyl-1,4-dihydrotetrazole-5-one). Reaction SMILES: [CH3:1][O:2][CH2:3][C:4]1[C:9]([CH:10]=[CH2:11])=[CH:8][CH:7]=[CH:6][C:5]=1[N:12]1[C:16](=[O:17])[N:15]([CH3:18])[N:14]=[N:13]1>[Pd].CO>[CH3:1][O:2][CH2:3][C:4]1[C:9]([CH2:10][CH3:11])=[CH:8][CH:7]=[CH:6][C:5]=1[N:12]1[C:16](=[O:17])[N:15]([CH3:18])[N:14]=[N:13]1. Procedure: A mixture of 1-(2-methoxymethyl-3-ethenylphenyl)-4-methyl-1,4-dihydrotetrazole-5-one described in Reference Preparation example 2219.7 g, palladium fibroin complex 3.02 g and methanol 1 L was stirred at room temperature under hydrogen atmosphere for eleven hours. The reaction mixtures were filtered and the filtrates were concentrated under reduced pressure. The resulting residues were subjected to a silica gel column chromatography to give 1-(2-methoxymethyl-3-ethylphenyl)-4-methyl-1,4-dihydrote... Reactants: ClC1=CC(=CC(=N1)NC1CCCCC1)C1=CN(C2=NC=C(C=C21)OC)S(=O)(=O)C2=CC=CC=C2 (6-chloro-N-cyclohexyl-4-(5-methoxy-1-(phenylsulfonyl)-1H-pyrrolo[2,3-b]pyridin-3-yl)pyridin-2-amine), B(Br)(Br)Br (BBr3). Solvent: C(Cl)Cl (CH2Cl2), ClCCl (dichloromethane). The product is ClC1=NC(=CC(=C1)C1=CN(C2=NC=C(C=C21)O)S(=O)(=O)C2=CC=CC=C2)NC2CCCCC2 (3-(2-chloro-6-(cyclohexylamino)pyridin-4-yl)-1-(phenylsulfonyl)-1H-pyrrolo[2,3-b]pyridin-5-ol). Yield: 68.3%. Reaction SMILES: [Cl:1][C:2]1[N:7]=[C:6]([NH:8][CH:9]2[CH2:14][CH2:13][CH2:12][CH2:11][CH2:10]2)[CH:5]=[C:4]([C:15]2[C:23]3[C:18](=[N:19][CH:20]=[C:21]([O:24]C)[CH:22]=3)[N:17]([S:26]([C:29]3[CH:34]=[CH:33][CH:32]=[CH:31][CH:30]=3)(=[O:28])=[O:27])[CH:16]=2)[CH:3]=1.B(Br)(Br)Br>C(Cl)Cl>[Cl:1][C:2]1[CH:3]=[C:4]([C:15]2[C:23]3[C:18](=[N:19][CH:20]=[C:21]([OH:24])[CH:22]=3)[N:17]([S:26]([C:29]3[CH:34]=[CH:33][CH:32]=[CH:31][CH:30]=3)(=[O:27])=[O:28])[CH:16]=2)[CH:5]=[C:6]([NH:8][CH:9]2[CH2:14][CH2:13][CH2:12][CH2:11][CH2:10]2)[N:7]=1. Procedure: To a solution of Example 178a (250.0 mg, 0.503 mmol) in CH2Cl2 (20 mL) was added 1M BBr3 in dichloromethane (3.0 mL, 3.02 mmol) at −78° C. The reaction was slowly warmed to room temperature overnight. The clear solution was decanted. The solids remaining in the flask were stirred in saturated NaHCO3 and EtOAc till all the solids were dissolved. The organic layer was dried over MgSO4, filtered, concentrated, and purified on an 80 g column using the ISCO Companion flash system eluting with CH2Cl2/... The reactants are N(=[N+]=[N-])CC=1N=C(OC1C)C1=CC=C(C=C1)C(F)(F)F (4-azidomethyl-5-methyl-2-(4-trifluoromethyl-phenyl)-oxazole), [H][H] (hydrogen). The reagents and catalysts are O=[Pt]=O (PtO2). Run in C(C)(=O)OCC (ethyl acetate). The product is CC1=C(N=C(O1)C1=CC=C(C=C1)C(F)(F)F)CN (C-[5-Methyl-2-(4-trifluoromethyl-phenyl)-oxazol-4-yl]-methylamine). The yield is 84.2%. RXN SMILES: [N:1]([CH2:4][C:5]1[N:6]=[C:7]([C:11]2[CH:16]=[CH:15][C:14]([C:17]([F:20])([F:19])[F:18])=[CH:13][CH:12]=2)[O:8][C:9]=1[CH3:10])=[N+]=[N-].[H][H]>C(OCC)(=O)C.O=[Pt]=O>[CH3:10][C:9]1[O:8][C:7]([C:11]2[CH:12]=[CH:13][C:14]([C:17]([F:20])([F:19])[F:18])=[CH:15][CH:16]=2)=[N:6][C:5]=1[CH2:4][NH2:1]. Procedure details: A mixture of 4-azidomethyl-5-methyl-2-(4-trifluoromethyl-phenyl)-oxazole (1.70 g) and PtO2 (0.106 g) in ethyl acetate (50 mL) at room temperature under 60 psi of hydrogen for 5 hrs, the reaction mixture is filtered through celite and filtrate is concentrated giving the title compound (1.3 g, 84.2% yield). Starting materials: C, CCOC(C)=O, CC(C)N1C(=O)C(CC=CC(=O)O)OC(c2ccccc2Cl)c2cc(Cl)ccc21, [Pd]. The product is CC(C)N1C(=O)C(CCCC(=O)O)OC(c2ccccc2Cl)c2cc(Cl)ccc21. RXN SMILES: [C:36].[CH3:30][CH2:31][O:32][C:33](=[O:34])[CH3:35].[Cl:1][c:2]1[cH:3][cH:4][c:5]2[c:6]([cH:29]1)[CH:7]([c:22]1[c:23]([Cl:28])[cH:24][cH:25][cH:26][cH:27]1)[O:8][CH:9]([CH2:16][CH:17]=[CH:18][C:19](=[O:20])[OH:21])[C:10](=[O:15])[N:11]2[CH:12]([CH3:13])[CH3:14].[Pd:37]>>[Cl:1][c:2]1[cH:3][cH:4][c:5]2[c:6]([cH:29]1)[CH:7]([c:22]1[c:23]([Cl:28])[cH:24][cH:25][cH:26][cH:27]1)[O:8][CH:9]([CH2:16][CH2:17][CH2:18][C:19](=[O:20])[OH:21])[C:10](=[O:15])[N:11]2[CH:12]([CH3:13])[CH3:14]. The reactants are FC1=C(C=CC(=C1)B1OC(C(O1)(C)C)(C)C)N (2-fluoro-4-(4,4,5,5-tetramethyl-[1,3,2]dioxaborolan-2-yl)-phenylamine), ClC1=C(C=CC=C1Cl)S(=O)(=O)Cl (2,3-dichloro-benzenesulfonyl chloride), N1=CC=CC=C1 (pyridine). Solvent: C(Cl)Cl (DCM). The product is ClC1=C(C=CC=C1Cl)S(=O)(=O)NC1=C(C=C(C=C1)B1OC(C(O1)(C)C)(C)C)F (2,3-Dichloro-N-[2-fluoro-4-(4,4,5,5-tetramethyl-[1,3,2]dioxaborolan-2-yl)-phenyl]-benzenesulfonamide), target compound. The yield is 72.0%. As a reaction SMILES: [F:1][C:2]1[CH:7]=[C:6]([B:8]2[O:12][C:11]([CH3:14])([CH3:13])[C:10]([CH3:16])([CH3:15])[O:9]2)[CH:5]=[CH:4][C:3]=1[NH2:17].[Cl:18][C:19]1[C:24]([Cl:25])=[CH:23][CH:22]=[CH:21][C:20]=1[S:26](Cl)(=[O:28])=[O:27].N1C=CC=CC=1>C(Cl)Cl>[Cl:18][C:19]1[C:24]([Cl:25])=[CH:23][CH:22]=[CH:21][C:20]=1[S:26]([NH:17][C:3]1[CH:4]=[CH:5][C:6]([B:8]2[O:12][C:11]([CH3:13])([CH3:14])[C:10]([CH3:16])([CH3:15])[O:9]2)=[CH:7][C:2]=1[F:1])(=[O:28])=[O:27]. Reported procedure: Intermediate 25 was prepared in analogy to GP 4 from 1.78 g 2-fluoro-4-(4,4,5,5-tetramethyl-[1,3,2]dioxaborolan-2-yl)-phenylamine (7.5 mmol) and 2.03 g 2,3-dichloro-benzenesulfonyl chloride (8.25 mmol, 1.1 eq.) in 20 mL DCM and in the presence of 0.66 mL pyridine (8.25 mmol, 1.1. eq.) yielding after trituration 2.42 g of the target compound (72% yield). Starting materials: resultant mixture, OC1=C(N=NC(=C1)Cl)Cl (4-hydroxy-3,6-dichloropyridazine), C1(CC1)C1=C(C(=CC=C1)C)O (2-cyclopropyl-6-methylphenol), Cl (hydrochloric acid), COC1=C(C=CC=C1)OC (1,2-dimethoxybenzene), [OH-].[K+] (potassium hydroxide). Solvent: CO (methanol). Yields the product ClC1=CC(=C(N=N1)OC1=C(C=CC=C1C)C1CC1)O (6-chloro-3-(2-cyclopropyl-6-methylphenoxy)-4-pyridazinol). Isolated yield 37.5%. RXN SMILES: [OH:1][C:2]1[CH:7]=[C:6]([Cl:8])[N:5]=[N:4][C:3]=1Cl.[CH:10]1([C:13]2[CH:18]=[CH:17][CH:16]=[C:15]([CH3:19])[C:14]=2[OH:20])[CH2:12][CH2:11]1.COC1C=CC=CC=1OC.[OH-].[K+].Cl>CO>[Cl:8][C:6]1[N:5]=[N:4][C:3]([O:20][C:14]2[C:15]([CH3:19])=[CH:16][CH:17]=[CH:18][C:13]=2[CH:10]2[CH2:11][CH2:12]2)=[C:2]([OH:1])[CH:7]=1 |f:3.4|. Reported procedure: To a mixture of 313 mg (purity: 96.0%; 1.82 mmol) of 4-hydroxy-3,6-dichloropyridazine and 824 mg (5.47 mmol) of 2-cyclopropyl-6-methylphenol were added 1,2-dimethoxybenzene (2.76 g) and 326 mg (5.53 mmol) of 95% potassium hydroxide at room temperature. The resultant mixture was heated to 180° C. while stirring, and stirred at that temperature for 4 hours. Then, the resultant reaction mixture was cooled to room temperature, and a 1 N aqueous hydrochloric acid solution and methanol were added to t... Starting materials: C(\C=C\C(=O)[O-])(=O)OC (mono methyl fumarate), CN1CCOCC1 (N-methylmorpholine), Cl.COC([C@@H](N)CS)=O (L-cysteine methyl ester hydrochloride), CCN=C=NCCCN(C)C (EDCI). Run in CC#N (CH3CN), CCOC(=O)C (EtOAc). Conditions: time 3 hour. Product: SC[C@@H](C(=O)OC)NC(/C=C/C(=O)OC)=O ((R,E)-methyl 4-(3-mercapto-1-methoxy-1-oxopropan-2-ylamino)-4-oxobut-2-enoate). Reaction SMILES: [C:1]([O:8][CH3:9])(=[O:7])/[CH:2]=[CH:3]/[C:4]([O-:6])=O.Cl.[CH3:11][O:12][C:13](=[O:18])[C@H:14]([CH2:16][SH:17])[NH2:15].CCN=C=NCCCN(C)C.CN1CCOCC1>CC#N.CCOC(C)=O>[SH:17][CH2:16][C@H:14]([NH:15][C:4](=[O:6])/[CH:3]=[CH:2]/[C:1]([O:8][CH3:9])=[O:7])[C:13]([O:12][CH3:11])=[O:18] |f:1.2|. Procedure details: Separately, mono methyl fumarate (100 mg, 0.77 mmol) was taken up in 4 mL of CH3CN along with L-cysteine methyl ester hydrochloride (132 mg, 0.77 mmol), EDCI (245 mg, 0.77 mmol) and N-methylmorpholine (85 μL, 0.77 mmol). The reaction mixture was stirred at room temperature for 3 h. It was then diluted with EtOAc. The organic layer was washed with saturated aqueous NaHCO3 and brine. The organic layer was dried (Na2SO4) and concentrated under reduced pressure to afford crude (R,E)-methyl 4-(3-merc...